This data is from the Open Reaction Database (ORD), a public repository of structured organic reaction records. The task is: describe an organic reaction: reactants, conditions, products, and yield Starting materials: CCCC1=CC(=O)OC2=C1C3=C(C4=C2[C@H]([C@@H]([C@H](O4)C)C)O)C=CC(O3)(C)C ((+)-calanolide A), C(N)([O-])=O (carbamate), CCCC1=CC(=O)OC2=C1C3=C(C4=C2[C@@H]([C@H]([C@@H](O4)C)C)O)C=CC(O3)(C)C ((−)-calanolide A), C(C)(=O)[O-] (acetate). Run in CCCCCC.C(C)O (hexane ethanol). The product is CCCC1=CC(=O)OC2=C1C3=C(C4=C2C(C(C(O4)C)C)O)C=CC(O3)(C)C (calanolide A). RXN SMILES: [CH3:1][CH2:2][CH2:3][C:4]1[C:10]2[C:11]3[O:25][C:24]([CH3:27])([CH3:26])[CH:23]=[CH:22][C:12]=3[C:13]3[O:18][C@H:17]([CH3:19])[C@@H:16]([CH3:20])[C@H:15]([OH:21])[C:14]=3[C:9]=2[O:8][C:6](=[O:7])[CH:5]=1.CCCC1C2C3OC(C)(C)C=CC=3C3O[C@@H](C)[C@H](C)[C@@H](O)C=3C=2OC(=O)C=1.C([O-])(=O)C.C(=O)([O-])N>CCCCCC.C(O)C>[CH3:1][CH2:2][CH2:3][C:4]1[C:10]2[C:11]3[O:25][C:24]([CH3:27])([CH3:26])[CH:23]=[CH:22][C:12]=3[C:13]3[O:18][CH:17]([CH3:19])[CH:16]([CH3:20])[CH:15]([OH:21])[C:14]=3[C:9]=2[O:8][C:6](=[O:7])[CH:5]=1 |f:4.5|. Procedure details: The synthetic (±)-1 was resolved into enantiomers, (+)-calanolide A and (−)-calanolide A, by preparative HPLC66. Thus, using a normal phase silica gel HPLC column (250 mm×4.6 mm I.D. Zorbasil, 5 μm particle size, MAC-MOD Analytical, Inc., PA, USA), the synthetic (±)-1 appeared as one peak with a retention time of 10.15 minutes when hexanelethyl acetate (70:30) was used as the mobile phase at a flow rate of 1.5 minutes and a wavelength of 290 nm was used as the uv detector setting. However, on a ... The reactants are C1(=CC=CC=C1)C1C(CCCC1)=O (2-phenylcyclohexanone), C(C)(C)(C)OC(N(C)C)N(C)C (tert.-butoxy-bis(dimethylamino)methane). Product: CN(\C=C\1/C(C(CCC1)C1=CC=CC=C1)=O)C (2-[1-Dimethylamino-meth-(Z)-ylidene]-6-phenyl-cyclohexanone). Yield: 101.2%. Reaction SMILES: [C:1]1([CH:7]2[CH2:12][CH2:11][CH2:10][CH2:9][C:8]2=[O:13])[CH:6]=[CH:5][CH:4]=[CH:3][CH:2]=1.C(O[CH:19](N(C)C)[N:20]([CH3:22])[CH3:21])(C)(C)C>>[CH3:19][N:20]([CH3:22])/[CH:21]=[C:9]1\[C:8](=[O:13])[CH:7]([C:1]2[CH:6]=[CH:5][CH:4]=[CH:3][CH:2]=2)[CH2:12][CH2:11][CH2:10]\1. Procedure details: A mixture of 2-phenylcyclohexanone (871 mg, 5.0 mmol) and of tert.-butoxy-bis(dimethylamino)methane (90%, 1.5 mL, 7 mmol) was stirred at 110° C. for 75 min. The reaction was evaporated to dryness under reduced pressure to give the crude title compound (1.16 g, 100%) as a red oil which was used directly in the next step without further purification. MS ISP (m/e): 230.2 (100) [(M+H)+]. Reactants: Oc1ccc(Cl)cc1Br, O=C([O-])[O-], COS(=O)(=O)OC, CC(C)=O, [K+], [K+]. Yields the product COc1ccc(Cl)cc1Br. RXN SMILES: [Br:1][c:2]1[c:3]([OH:9])[cH:4][cH:5][c:6]([Cl:8])[cH:7]1.[C:10](=[O:11])([O-:12])[O-:13].[CH3:16][O:17][S:18]([O:19][CH3:20])(=[O:21])=[O:22].[CH3:23][C:24](=[O:25])[CH3:26].[K+:14].[K+:15]>>[Br:1][c:2]1[c:3]([O:9][CH3:10])[cH:4][cH:5][c:6]([Cl:8])[cH:7]1. The reactants are ClCCl, O=C(OO)c1cccc(Cl)c1, CSc1nc2ccc(C(F)(F)F)cc2[nH]1. The product is CS(=O)c1nc2ccc(C(F)(F)F)cc2[nH]1. RXN SMILES: [CH2:27]([Cl:28])[Cl:29].[Cl:1][c:2]1[cH:3][c:4]([C:9](=[O:6])[O:10][OH:11])[cH:5][cH:7][cH:8]1.[F:12][C:13]([c:14]1[cH:15][c:16]2[c:17]([n:18][c:19]([S:21][CH3:22])[nH:20]2)[cH:23][cH:24]1)([F:25])[F:26]>>[O:6]=[S:21]([c:19]1[n:18][c:17]2[c:16]([cH:15][c:14]([C:13]([F:12])([F:25])[F:26])[cH:24][cH:23]2)[nH:20]1)[CH3:22]. The reactants are CCN(CC)C(=O)OCCl, [K+], [K+], O=C([O-])[O-], CN(C)C=O, O=C(O)c1[nH]c2ccccc2c1Nc1ccncc1. Product: CCN(CC)C(=O)OCOC(=O)c1[nH]c2ccccc2c1Nc1ccncc1. RXN SMILES: [CH2:20]([CH3:21])[N:22]([C:23]([O:24][CH2:25][Cl:26])=[O:27])[CH2:28][CH3:29].[K+:30].[K+:31].[O-:32][C:33]([O-:34])=[O:35].[O:36]=[CH:37][N:38]([CH3:39])[CH3:40].[n:1]1[cH:2][cH:3][c:4]([NH:7][c:8]2[c:9]([C:17](=[O:18])[OH:19])[nH:10][c:11]3[cH:12][cH:13][cH:14][cH:15][c:16]23)[cH:5][cH:6]1>>[n:1]1[cH:2][cH:3][c:4]([NH:7][c:8]2[c:9]([C:17]([O:18][CH2:25][O:24][C:23]([N:22]([CH2:20][CH3:21])[CH2:28][CH3:29])=[O:27])=[O:19])[nH:10][c:11]3[cH:12][cH:13][cH:14][cH:15][c:16]23)[cH:5][cH:6]1. The reactants are FC1(CCC(CC1)(O)CNC(=O)C=1C=2C=CC(=NC2C=CC1Cl)C1=CC(CC1)=O)F (6-chloro-2-(3-oxo-cyclopent-1-enyl)-quinoline-5-carboxylic acid (4,4-difluoro-1-hydroxy-cyclohexylmethyl)-amide), C(C)[SiH](CC)CC (triethylsilane). The reagents and catalysts are [Pd] (palladium on carbon). Yields the product FC1(CCC(CC1)(O)CNC(=O)C=1C=2C=CC(=NC2C=CC1Cl)C1CC(CC1)=O)F (6-Chloro-2-(3-oxo-cyclopentyl)-quinoline-5-carboxylic acid (4,4-difluoro-1-hydroxy-cyclohexylmethyl)-amide). RXN SMILES: [F:1][C:2]1([F:30])[CH2:7][CH2:6][C:5]([CH2:9][NH:10][C:11]([C:13]2[C:14]3[CH:15]=[CH:16][C:17]([C:24]4[CH2:28][CH2:27][C:26](=[O:29])[CH:25]=4)=[N:18][C:19]=3[CH:20]=[CH:21][C:22]=2[Cl:23])=[O:12])([OH:8])[CH2:4][CH2:3]1.C([SiH](CC)CC)C>[Pd]>[F:30][C:2]1([F:1])[CH2:7][CH2:6][C:5]([CH2:9][NH:10][C:11]([C:13]2[C:14]3[CH:15]=[CH:16][C:17]([CH:24]4[CH2:28][CH2:27][C:26](=[O:29])[CH2:25]4)=[N:18][C:19]=3[CH:20]=[CH:21][C:22]=2[Cl:23])=[O:12])([OH:8])[CH2:4][CH2:3]1. Procedure: The title compound was synthesized according to the procedure described in example 126 using 6-chloro-2-(3-oxo-cyclopent-1-enyl)-quinoline-5-carboxylic acid (4,4-difluoro-1-hydroxy-cyclohexylmethyl)-amide, palladium on carbon and triethylsilane. 1H NMR (400 MHz, DMSO-d6) δ ppm 8.74-8.77 (bs, 1H), 8.13 (d, J=9.0 Hz, 1H), 7.96 (d, J=9.51 Hz, 1H), 7.76 (d, J=9.01 Hz, 1H), 7.66 (d, J=8.81 Hz, 1H), 4.71 (s, 1H), 3.80-3.83 (m, 1H), 3.31-3.41 (m, 2H), 2.60-2.72 (m, 2H), 2.41-2.50 (m, 1H), 2.31-2.40 (m,... Starting materials: ClCC(=C)C (3-chloro-2-methyl-1-propene), O (water), IC1=C(C=CC=C1OC)O (2-iodo-3-(methyloxy)phenol), IC1=C(C=CC=C1OC)O (2-iodo-3-(methyloxy)phenol), [H-].[Na+] (NaH). The solvent is CN(C)C=O (DMF). Run at time 1 hour. The product is IC1=C(C=CC=C1OCC(=C)C)OC (2-iodo-1-(methyloxy)-3-[(2-methyl-2-propen-1-yl)oxy]benzene). The yield is 92.6%. Reaction SMILES: [I:1][C:2]1[C:7]([O:8][CH3:9])=[CH:6][CH:5]=[CH:4][C:3]=1[OH:10].[H-].[Na+].Cl[CH2:14][C:15]([CH3:17])=[CH2:16].O>CN(C=O)C>[I:1][C:2]1[C:3]([O:10][CH2:16][C:15]([CH3:17])=[CH2:14])=[CH:4][CH:5]=[CH:6][C:7]=1[O:8][CH3:9] |f:1.2|. Procedure: To a solution of 2-iodo-3-(methyloxy)phenol (Intermediate 47, 10.3 g) in DMF (100 ml, SCRC) was added NaH (60%, wt., 1.977 g, 49.4 mmol) portionwise. The reaction mixture was stirred at room temperature for 1 hour and 3-chloro-2-methyl-1-propene (3.73 g, 41.2 mmol, Aldrich) was added. The resulting mixture was stirred at room temperature for 2 hours and water (50 ml) was added. The reaction mixture was extracted with ethyl acetate (3 times 200 ml, SCRC) and the combined organic layer were dried,...